Dataset: the Open Reaction Database (ORD), a public repository of structured organic reaction records. Task: describe an organic reaction: reactants, conditions, products, and yield Procedure: Anhydroerythromycin A (1 g, 1.4 mmole) was dissolved in glacial acetic acid (4-mL) at room temperature and the pH of the mixture was adjusted to 4.3 with 6N sodium hydroxide (approx. 2.5 mL) while the temperature was maintained below 20° C. N-fluorobenzenesulfonimide (0.44 g, 1.4 mmole) was added and stirring continued for an additional 18 hours at 22° C. Methylene chloride (10 mL) was added, the solution placed in an ice bath while the pH of the mixture was adjusted to 9 with 6N sodium hydroxid... Starting materials: C(Cl)Cl (Methylene chloride), CC[C@@H]1[C@]2([C@@H]([C@H]([C@@]3(O2)[C@@H](C[C@@](O3)([C@@H]([C@H]([C@@H]([C@H](C(=O)O1)C)O[C@H]4C[C@@]([C@H]([C@@H](O4)C)O)(C)OC)C)O[C@H]5[C@@H]([C@H](C[C@H](O5)C)N(C)C)O)C)C)C)O)C (Anhydroerythromycin A), [OH-].[Na+] (sodium hydroxide), C1=CC=C(C=C1)S(=O)(=O)N(F)S(=O)(=O)C2=CC=CC=C2 (N-fluorobenzenesulfonimide), [OH-].[Na+] (sodium hydroxide). The solvent is O (water), C(C)(=O)O (acetic acid). As a reaction SMILES: [CH3:1][CH2:2][C@H:3]1[O:19][C:17](=[O:18])[C@H:16]([CH3:20])[C@@H:15]([O:21][C@@H:22]2[O:27][C@@H:26]([CH3:28])[C@H:25]([OH:29])[C@@:24]([O:31][CH3:32])([CH3:30])[CH2:23]2)[C@H:14]([CH3:33])[C@@H:13]([O:34][C@@H:35]2[O:40][C@H:39]([CH3:41])[CH2:38][C@H:37]([N:42]([CH3:44])[CH3:43])[C@H:36]2[OH:45])[C@:11]2([CH3:46])[O:12][C@@:7]3([C@H:9]([CH3:47])[CH2:10]2)[O:8][C@:4]1([CH3:50])[C@H:5]([OH:49])[C@H:6]3[CH3:48].[OH-:51].[Na+].C1C=CC(S(N(S(C2C=CC=CC=2)(=O)=O)[F:63])(=O)=O)=CC=1.C(Cl)Cl>C(O)(=O)C.O>[CH3:1][CH2:2][C@H:3]1[O:19][C:17](=[O:18])[C@H:16]([CH3:20])[C@@H:15]([O:21][C@@H:22]2[O:27][C@@H:26]([CH3:28])[C@H:25]([OH:29])[C@@:24]([O:31][CH3:32])([CH3:30])[CH2:23]2)[C@H:14]([CH3:33])[C@@H:13]([O:34][C@@H:35]2[O:40][C@H:39]([CH3:41])[CH2:38][C@H:37]([N:42]([CH3:44])[CH3:43])[C@H:36]2[OH:45])[C@@:11]([OH:12])([CH3:46])[CH2:10][C@@:9]([F:63])([CH3:47])[C:7](=[O:51])[C@H:6]([CH3:48])[C@@H:5]([OH:49])[C@@:4]1([OH:8])[CH3:50] |f:1.2|. Conditions: time 18 hour. The product is CC[C@@H]1[C@@]([C@@H]([C@H](C(=O)[C@@](C[C@@]([C@@H]([C@H]([C@@H]([C@H](C(=O)O1)C)O[C@H]2C[C@@]([C@H]([C@@H](O2)C)O)(C)OC)C)O[C@H]3[C@@H]([C@H](C[C@H](O3)C)N(C)C)O)(C)O)(C)F)C)O)(C)O (flurithromycin). Reactants: I[Si](C)(C)C (Iodotrimethylsilane), ClC1=C(NC(=C1Cl)C)C(=O)NC1CCN(CC1)C=1SC(=C(N1)OC)C#N (3,4-Dichloro-N-[1-(5-cyano-4-methoxy-1,3-thiazol-2-yl)piperidin-4-yl]-5-methyl-1H-pyrrole-2-carboxamide). Solvent: C(Cl)Cl.C(Cl)(Cl)Cl (DCM CHCl3). Reaction conditions: time 1 hour. The product is ClC1=C(NC(=C1Cl)C)C(=O)NC1CCN(CC1)C=1SC(=C(N1)O)C#N (3,4-Dichloro-N-[1-(5-cyano-4-hydroxy-1,3-thiazol-2-yl)piperidin-4-yl]-5-methyl-1H-pyrrole-2-carboxamide). Reaction SMILES: I[Si](C)(C)C.[Cl:6][C:7]1[C:11]([Cl:12])=[C:10]([CH3:13])[NH:9][C:8]=1[C:14]([NH:16][CH:17]1[CH2:22][CH2:21][N:20]([C:23]2[S:24][C:25]([C:30]#[N:31])=[C:26]([O:28]C)[N:27]=2)[CH2:19][CH2:18]1)=[O:15]>C(Cl)Cl.C(Cl)(Cl)Cl>[Cl:6][C:7]1[C:11]([Cl:12])=[C:10]([CH3:13])[NH:9][C:8]=1[C:14]([NH:16][CH:17]1[CH2:22][CH2:21][N:20]([C:23]2[S:24][C:25]([C:30]#[N:31])=[C:26]([OH:28])[N:27]=2)[CH2:19][CH2:18]1)=[O:15] |f:2.3|. Procedure: Iodotrimethylsilane (0.02 ml, 0.13 mmol) was added to a suspension of 3,4-dichloro-N-[1-(5-cyano-4-methoxy-1,3-thiazol-2-yl)piperidin-4-yl]-5-methyl-1H-pyrrole-2-carboxamide (Example 269, 0.04 g, 0.1 mmol) in DCM:CHCl3 (1:1). After stirring for one hour the reaction was complete. Partitioning with EtOAc and water, drying organic portion with MgSO4 and concentrating yielded a yellow oil which, after triturating with ether, gave a yellow solid. Reactants: C(C)(C)(C)OC(=O)N1CCC(CC1)CN(S(=O)(=O)C)CC1=CC(=CC=C1)C1=NC(=NC=C1)Cl (4-({[3-(2-Chloro-pyrimidin-4-yl)-benzyl]-methanesulfonyl-amino}-methyl)-piperidine-1-carboxylic acid tert-butyl ester), NCCC1=CC=C(C=C1)O (tyramine), 496. The product is OC1=CC=C(C=C1)CCNC1=NC=CC(=N1)C=1C=C(CN(S(=O)(=O)C)CC2CCNCC2)C=CC1 (N-(3-{2-[2-(4-Hydroxy-phenyl)-ethylamino]-pyrimidin-4-yl}-benzyl)-N-piperidin-4-ylmethyl-methanesulfonamide). RXN SMILES: C(OC([N:8]1[CH2:13][CH2:12][CH:11]([CH2:14][N:15]([CH2:20][C:21]2[CH:26]=[CH:25][CH:24]=[C:23]([C:27]3[CH:32]=[CH:31][N:30]=[C:29](Cl)[N:28]=3)[CH:22]=2)[S:16]([CH3:19])(=[O:18])=[O:17])[CH2:10][CH2:9]1)=O)(C)(C)C.[NH2:34][CH2:35][CH2:36][C:37]1[CH:42]=[CH:41][C:40]([OH:43])=[CH:39][CH:38]=1>>[OH:43][C:40]1[CH:41]=[CH:42][C:37]([CH2:36][CH2:35][NH:34][C:29]2[N:28]=[C:27]([C:23]3[CH:22]=[C:21]([CH:26]=[CH:25][CH:24]=3)[CH2:20][N:15]([CH2:14][CH:11]3[CH2:12][CH2:13][NH:8][CH2:9][CH2:10]3)[S:16]([CH3:19])(=[O:18])=[O:17])[CH:32]=[CH:31][N:30]=2)=[CH:38][CH:39]=1. Procedure: Intermediate 34 was coupled with tyramine following procedure F. The resulting product was deprotected following procedure G. LC-MS showed the product had the expected M+H+ of 496. 1H NMR (Varian 0.300 MHz, CD3OD, shifts relative to the solvent peak at 3.3 ppm) δ 8.3 (d, 2H), 8.1 (d, 1H) 7.6 (d, 1H) 7.5 (t, 1H), 7.3 (d, 1H), 7.1 (d, 2H), 6.7 (d, 2H), δ 4.5 (s, 2H), 3.3-3.2 (m, 6H), δ 3.0 (s, 3H), 2.9 (t, 2H), δ 2.7 (t, 2H), δ 1.6 (m, 1H), δ 1.2 (m, 4H). Reactants: C(C)(=O)O[C@H](C(=O)N1CCC(CC1)N1N=NC=2C=NC=3C=CC(=NC3C21)Cl)C ((S)-1-(4-(8-chloro-1H-[1,2,3]triazolo[4,5-c][1,5]naphthyridin-1-yl)piperidin-1-yl)-1-oxopropan-2-yl acetate), [Li+].[OH-] (LiOH). Solvent: C1CCOC1 (THF), CO (MeOH). Conditions: time 3 hour. Product: ClC1=NC=2C3=C(C=NC2C=C1)N=NN3C3CCN(CC3)C([C@H](C)O)=O ((S)-1-(4-(8-chloro-1H-[1,2,3]triazolo[4,5-c][1,5]naphthyridin-1-yl)piperidin-1-yl)-2-hydroxypropan-1-one). The yield is 85.4%. RXN SMILES: C([O:4][C@@H:5]([CH3:28])[C:6]([N:8]1[CH2:13][CH2:12][CH:11]([N:14]2[C:26]3[C:25]4[N:24]=[C:23]([Cl:27])[CH:22]=[CH:21][C:20]=4[N:19]=[CH:18][C:17]=3[N:16]=[N:15]2)[CH2:10][CH2:9]1)=[O:7])(=O)C.[Li+].[OH-]>C1COCC1.CO>[Cl:27][C:23]1[CH:22]=[CH:21][C:20]2[N:19]=[CH:18][C:17]3[N:16]=[N:15][N:14]([CH:11]4[CH2:12][CH2:13][N:8]([C:6](=[O:7])[C@@H:5]([OH:4])[CH3:28])[CH2:9][CH2:10]4)[C:26]=3[C:25]=2[N:24]=1 |f:1.2|. Procedure details: To a solution of (S)-1-(4-(8-chloro-1H-[1,2,3]triazolo[4,5-c][1,5]naphthyridin-1-yl)piperidin-1-yl)-1-oxopropan-2-yl acetate (1.2 g, 2.97 mmol) in a mixture of THF (30 mL) and MeOH (30 mL), was added LiOH (650 mg, 14.9 mmol) drop-wise. The mixture was stirred at room temperature for 3 h. After concentration in vacuo, the residue was diluted with water and the pH was adjusted to 7 with 2N HCl. The resulting mixture was concentrated and the precipitate was collected by filtration, washed with H2O,... The reactants are Cl (hydrochloric acid), CCOC1=C(C=C2C(=C1)N=CC(=C2Cl)C#N)NC(=O)C (4-chloro-3-cyano-7-ethoxy-6N-acetylquinoline), ClC=1C=C(N)C=CC1F (3-chloro-4-fluoroaniline), CC(C)O (2-propanol). Reagents/catalysts: CS(=O)(=O)O (methanesulfonic acid). The solvent is O (Water). Run at temperature 84 celsius, time 8 hour. The product is NC=1C=C2C(=C(C=NC2=CC1OCC)C#N)NC1=CC(=C(C=C1)F)Cl (6-Amino-4-(3-chloro-4-fluoro-phenylamino)-7-ethoxy-quinoline-3-carbonitrile). Yield: 102.1%. Reaction SMILES: [CH3:1][CH2:2][O:3][C:4]1[CH:9]=[C:8]2[N:10]=[CH:11][C:12]([C:15]#[N:16])=[C:13](Cl)[C:7]2=[CH:6][C:5]=1[NH:17]C(C)=O.[Cl:21][C:22]1[CH:23]=[C:24]([CH:26]=[CH:27][C:28]=1[F:29])[NH2:25].CC(O)C.Cl>CS(O)(=O)=O.O>[NH2:17][C:5]1[CH:6]=[C:7]2[C:8](=[CH:9][C:4]=1[O:3][CH2:2][CH3:1])[N:10]=[CH:11][C:12]([C:15]#[N:16])=[C:13]2[NH:25][C:24]1[CH:26]=[CH:27][C:28]([F:29])=[C:22]([Cl:21])[CH:23]=1. Procedure details: A stirred mixture of N-(4-chloro-3-cyano-7-ethoxy-6N-acetylquinoline (274.5 g, 0.947 mol), 3-chloro-4-fluoroaniline (180 g, 1.24 mol), methanesulfonic acid, (5.5 g, 0.057 mol), and 2-propanol (6.7 L) was warmed to reflux (84° C.) for 6.5 hours. After stirring overnight at room temperature, the mixture was warmed to 80° C. Water (3.2 L) containing concentrated hydrochloric acid (655 mL of 38% aqueous HCl) was added. The reaction was kept at reflux for 5 hours. The reaction mixture was cooled to 0...